This data is from the Open Reaction Database (ORD), a public repository of structured organic reaction records. The task is: describe an organic reaction: reactants, conditions, products, and yield Reactants: FC=1C=C2C(=NN(C2=CC1)C1=CC=C(C=C1)C(F)(F)F)C1CCN(CC1)C (5-fluoro-1-[4-(trifluoromethyl)phenyl]-3-(1-methyl-4-piperidinyl)-1H-indazole), ClC(C)OC(=O)Cl (1-chloroethylchloroformate). Solvent: ClCCCl (1,2-dichloroethane). Reaction conditions: time 15 minute. Yields the product Cl.N1(CCCCC1)C1=C2C=NNC2=CC=C1 (4-piperidinyl-1H-indazole hydrochloride). Reaction SMILES: F[C:2]1[CH:3]=[C:4]2[C:8](=[CH:9][CH:10]=1)[N:7](C1C=CC(C(F)(F)F)=CC=1)[N:6]=[C:5]2C1CCN(C)CC1.[Cl:28][CH:29](OC(Cl)=O)[CH3:30]>ClCCCl>[ClH:28].[N:6]1([C:3]2[CH:2]=[CH:10][CH:9]=[C:8]3[C:4]=2[CH:5]=[N:6][NH:7]3)[CH2:30][CH2:29][CH2:3][CH2:4][CH2:5]1 |f:3.4|. Reported procedure: To a solution of 5-fluoro-1-[4-(trifluoromethyl)phenyl]-3-(1-methyl-4-piperidinyl)-1H-indazole (13.2 g, 0.035 moles) in 1,2-dichloroethane (35 ml) at 0° C. was added 1-chloroethylchloroformate (3.9 ml, 0.035 moles). The reaction was stirred for 15 minutes at 0° and then for 4 hours at ambient temperature. The solvent was removed and then methanol (90 ml) was added. The mixture was refluxed for 1 hour and then the methanol was removed which left 17.8 g of a solid. The product was recrystallized t... Starting materials: CC(C)Cn1c(N2CCNCC2)nc2c(N3CCOCC3)nc(-c3cnc(N)nc3)nc21, CCN=C=NCCCN(C)C, CC(O)CC(=O)O, CN(C)C=O, Cl, On1nnc2ccccc21. The product is CC(C)Cn1c(N2CCN(C(=O)CC(C)O)CC2)nc2c(N3CCOCC3)nc(-c3cnc(N)nc3)nc21. As a reaction SMILES: [CH2:1]([CH:2]([CH3:3])[CH3:4])[n:5]1[c:6]2[n:7][c:8](-[c:26]3[cH:27][n:28][c:29]([NH2:32])[n:30][cH:31]3)[n:9][c:10]([N:20]3[CH2:21][CH2:22][O:23][CH2:24][CH2:25]3)[c:11]2[n:12][c:13]1[N:14]1[CH2:15][CH2:16][NH:17][CH2:18][CH2:19]1.[CH2:34]([N:35]=[C:36]=[N:37][CH2:38][CH2:39][CH2:40][N:41]([CH3:42])[CH3:43])[CH3:44].[CH3:55][CH:56]([OH:57])[CH2:58][C:59]([OH:60])=[O:61].[CH3:62][N:63]([CH3:64])[CH:65]=[O:66].[ClH:33].[OH:45][n:46]1[c:47]2[cH:48][cH:49][cH:50][cH:51][c:52]2[n:53][n:54]1>>[CH2:1]([CH:2]([CH3:3])[CH3:4])[n:5]1[c:6]2[n:7][c:8](-[c:26]3[cH:27][n:28][c:29]([NH2:32])[n:30][cH:31]3)[n:9][c:10]([N:20]3[CH2:21][CH2:22][O:23][CH2:24][CH2:25]3)[c:11]2[n:12][c:13]1[N:14]1[CH2:15][CH2:16][N:17]([C:59]([CH2:58][CH:56]([CH3:55])[OH:57])=[O:60])[CH2:18][CH2:19]1.